describe an organic reaction: reactants, conditions, products, and yield From a dataset of the Open Reaction Database (ORD), a public repository of structured organic reaction records. Reactants: C1CCOC1, CS(=O)(=O)Cl, Cl, Nc1ccc(Cn2c(=O)n(Cc3ccc(OC(F)(F)F)cc3)c3ccccc32)cc1, O, c1ccncc1. The product is CS(=O)(=O)Nc1ccc(Cn2c(=O)n(Cc3ccc(OC(F)(F)F)cc3)c3ccccc32)cc1. RXN SMILES: [CH2:44]1[O:45][CH2:46][CH2:47][CH2:48]1.[CH3:38][S:39]([Cl:40])(=[O:41])=[O:42].[ClH:7].[NH2:8][c:9]1[cH:10][cH:11][c:12]([CH2:13][n:14]2[c:15](=[O:35])[n:16]([CH2:23][c:24]3[cH:25][cH:26][c:27]([O:30][C:31]([F:32])([F:33])[F:34])[cH:28][cH:29]3)[c:17]3[c:18]2[cH:19][cH:20][cH:21][cH:22]3)[cH:36][cH:37]1.[OH2:43].[cH:1]1[cH:2][cH:3][n:4][cH:5][cH:6]1>>[NH:8]([c:9]1[cH:10][cH:11][c:12]([CH2:13][n:14]2[c:15](=[O:35])[n:16]([CH2:23][c:24]3[cH:25][cH:26][c:27]([O:30][C:31]([F:32])([F:33])[F:34])[cH:28][cH:29]3)[c:17]3[c:18]2[cH:19][cH:20][cH:21][cH:22]3)[cH:36][cH:37]1)[S:39]([CH3:38])(=[O:41])=[O:42]. Reactants: CS(=O)(=O)[O-], CC(=O)O, Clc1ccc(C2(Cn3cncn3)CO2)c(Cl)c1, Sc1nccs1. Yields the product OC(CSc1nccs1)(Cn1cncn1)c1ccc(Cl)cc1Cl. As a reaction SMILES: [CH3:18][S:19](=[O:20])(=[O:21])[O-:22].[CH3:29][C:30](=[O:31])[OH:32].[Cl:1][c:2]1[c:3]([C:9]2([CH2:12][n:13]3[n:14][cH:15][n:16][cH:17]3)[O:10][CH2:11]2)[cH:4][cH:5][c:6]([Cl:8])[cH:7]1.[SH:23][c:24]1[s:25][cH:26][cH:27][n:28]1>>[Cl:1][c:2]1[c:3]([C:9]([OH:10])([CH2:11][S:23][c:24]2[s:25][cH:26][cH:27][n:28]2)[CH2:12][n:13]2[n:14][cH:15][n:16][cH:17]2)[cH:4][cH:5][c:6]([Cl:8])[cH:7]1. Reactants: N(=[N+]=[N-])C1=C(C=NC=C1)\C=N\C1=C(C=C(C=C1Cl)S(=O)(=O)C)Cl ([1-(4-azidopyridin-3-yl)meth-(E)-ylidene]-(2.6-dichloro-4-methanesulfonylphenyl)amine). Run in C1(=CC=CC=C1)C (toluene). Conditions: temperature 105 celsius. Product: ClC1=C(C(=CC(=C1)S(=O)(=O)C)Cl)N1N=C2C(C=NC=C2)=C1 (2-(2,6-Dichloro-4-methanesulfonylphenyl)-2H-pyrazolo[4,3-c]pyridine). Yield: 52.1%. RXN SMILES: [N:1]([C:4]1[CH:9]=[CH:8][N:7]=[CH:6][C:5]=1/[CH:10]=[N:11]/[C:12]1[C:17]([Cl:18])=[CH:16][C:15]([S:19]([CH3:22])(=[O:21])=[O:20])=[CH:14][C:13]=1[Cl:23])=[N+]=[N-]>C1(C)C=CC=CC=1>[Cl:23][C:13]1[CH:14]=[C:15]([S:19]([CH3:22])(=[O:21])=[O:20])[CH:16]=[C:17]([Cl:18])[C:12]=1[N:11]1[CH:10]=[C:5]2[CH:6]=[N:7][CH:8]=[CH:9][C:4]2=[N:1]1. Reported procedure: A mixture of [1-(4-azidopyridin-3-yl)meth-(E)-ylidene]-(2.6-dichloro-4-methanesulfonylphenyl)amine (4.21 mmol) in toluene (15 mL) was heated to 105° C. for 18 hours. The reaction mixture was allowed to cool and then concentrated under reduced pressure. The residue was recrystallised from ethyl acetate and the solid was collected by filtration to afford the title compound as a beige solid (0.75 g, 52% yield). 1H NMR (300 MHz, DMSO-d6): δ 9.38 (d, J=1.4 Hz, 1H) 9.15 (d, J=1.0 Hz, 1H), 8.34 (s, 2H)... Reactants: C(C)(=O)N1C(N(CC1)C1=C(C=CC(=C1)Cl)C(=O)N1CCN(CC1)C1=NC=C(C=C1C)C1CC1)=O (1-acetyl-3-{5-chloro-2-[4-(5-cyclopropyl-3-methylpyridin-2-yl)piperazine-1-carbonyl]phenyl}imidazolidin-2-one), C[C@H]1NC(OC1)=O ((R)-4-methyloxazolidin-2-one). Product: C(C)(=O)N1C(N(CC1)C=1C=C(C=CC1C(=O)N1CCN(CC1)C1=NC=C(C=C1C)C1CC1)N1C(OC[C@H]1C)=O)=O ((R)-3-{3-(3-acetyl-2-oxoimidazolidin-1-yl)-4-[4-(5-cyclopropyl-3-methylpyridin-2-yl)piperazine-1-carbonyl]phenyl}-4-methyloxazolidin-2-one). Yield: 15.4%. Reaction SMILES: [C:1]([N:4]1[CH2:8][CH2:7][N:6]([C:9]2[CH:14]=[C:13](Cl)[CH:12]=[CH:11][C:10]=2[C:16]([N:18]2[CH2:23][CH2:22][N:21]([C:24]3[C:29]([CH3:30])=[CH:28][C:27]([CH:31]4[CH2:33][CH2:32]4)=[CH:26][N:25]=3)[CH2:20][CH2:19]2)=[O:17])[C:5]1=[O:34])(=[O:3])[CH3:2].[CH3:35][C@@H:36]1[CH2:40][O:39][C:38](=[O:41])[NH:37]1>>[C:1]([N:4]1[CH2:8][CH2:7][N:6]([C:9]2[CH:14]=[C:13]([N:37]3[C@H:36]([CH3:35])[CH2:40][O:39][C:38]3=[O:41])[CH:12]=[CH:11][C:10]=2[C:16]([N:18]2[CH2:23][CH2:22][N:21]([C:24]3[C:29]([CH3:30])=[CH:28][C:27]([CH:31]4[CH2:33][CH2:32]4)=[CH:26][N:25]=3)[CH2:20][CH2:19]2)=[O:17])[C:5]1=[O:34])(=[O:3])[CH3:2]. Reported procedure: By reaction and treatment in the same manner as in Example 201 and using 1-acetyl-3-{5-chloro-2-[4-(5-cyclopropyl-3-methylpyridin-2-yl)piperazine-1-carbonyl]phenyl}imidazolidin-2-one (344 mg) described in Preparation Example 196 and (R)-4-methyloxazolidin-2-one (61.8 mg) described in Preparation Example 25, the title compound (51.3 mg) was obtained. Reactants: BrC=1C=CC(=C(C1)C(CC(CN1C=CC(C2=CC=CC=C12)=O)(C(F)(F)F)O)(C)C)OC (1-[4-(5-bromo-2-methoxyphenyl)-2-hydroxy-4-methyl-2-trifluoromethylpentyl]-1H-quinolin-4-one), C(=C)OCCCC (1-vinyloxybutane), C1(=CC=CC=C1)P(CCCP(C1=CC=CC=C1)C1=CC=CC=C1)C1=CC=CC=C1 (1,3-bis(diphenylphosphino) propane), C(=O)([O-])[O-].[K+].[K+] (K2CO3), Cl (HCl). Reagents/catalysts: CC(=O)[O-].CC(=O)[O-].[Pd+2] (Pd(OAc)2). Solvent: CN(C)C=O (DMF), O (water). Run at time 30 minute. Yields the product C(C)(=O)C=1C=CC(=C(C1)C(CC(CN1C=CC(C2=CC=CC=C12)=O)(C(F)(F)F)O)(C)C)OC (1-[4-(5-acetyl-2-methoxyphenyl)-2-hydroxy-4-methyl-2-trifluoromethylpentyl]-1H-quinolin-4-one). Yield: 27.1%. As a reaction SMILES: Br[C:2]1[CH:3]=[CH:4][C:5]([O:30][CH3:31])=[C:6]([C:8]([CH3:29])([CH3:28])[CH2:9][C:10]([OH:27])([C:23]([F:26])([F:25])[F:24])[CH2:11][N:12]2[C:21]3[C:16](=[CH:17][CH:18]=[CH:19][CH:20]=3)[C:15](=[O:22])[CH:14]=[CH:13]2)[CH:7]=1.[CH:32]([O:34]CCCC)=[CH2:33].C1(P(C2C=CC=CC=2)CCCP(C2C=CC=CC=2)C2C=CC=CC=2)C=CC=CC=1.C([O-])([O-])=O.[K+].[K+].Cl>CN(C=O)C.CC([O-])=O.CC([O-])=O.[Pd+2].O>[C:32]([C:2]1[CH:3]=[CH:4][C:5]([O:30][CH3:31])=[C:6]([C:8]([CH3:29])([CH3:28])[CH2:9][C:10]([OH:27])([C:23]([F:25])([F:26])[F:24])[CH2:11][N:12]2[C:21]3[C:16](=[CH:17][CH:18]=[CH:19][CH:20]=3)[C:15](=[O:22])[CH:14]=[CH:13]2)[CH:7]=1)(=[O:34])[CH3:33] |f:3.4.5,8.9.10|. Reported procedure: A mixture of 1-[4-(5-bromo-2-methoxyphenyl)-2-hydroxy-4-methyl-2-trifluoromethylpentyl]-1H-quinolin-4-one (200 mg, 0.4 mmol), 1-vinyloxybutane (0.26 mL, 2.0 mmol), Pd(OAc)2 (5 mg, 0.02 mmol), 1,3-bis(diphenylphosphino) propane (DPPP) (10.5 mg, 0.03 mmol), K2CO3 (66.34 mg, 0.48 mmol), and water (0.1 mL) in DMF (1 mL) was microwaved for 1 hour at 122° C. After cooling, the mixture was poured into 5 mL of 5% HCl, stirred for 30 minutes and extracted with three 10 mL portions of ethyl acetate. The c...